From a dataset of the Open Reaction Database (ORD), a public repository of structured organic reaction records. describe an organic reaction: reactants, conditions, products, and yield The reactants are OBO, CC(C)(c1cc(-c2ccc(F)c(CO)c2)c2ncccc2c1)S(C)(=O)=O, OCc1ccccc1F. Product: CC(C)(c1cc(-c2ccc(F)c(C=O)c2)c2ncccc2c1)S(C)(=O)=O. Reaction SMILES: [BH:27]([OH:28])[OH:29].[F:1][c:2]1[c:3]([CH2:25][OH:26])[cH:4][c:5](-[c:8]2[cH:9][c:10]([C:18]([CH3:19])([CH3:20])[S:21](=[O:22])(=[O:23])[CH3:24])[cH:11][c:12]3[cH:13][cH:14][cH:15][n:16][c:17]23)[cH:6][cH:7]1.[F:30][c:31]1[cH:32][cH:33][cH:34][cH:35][c:36]1[CH2:37][OH:38]>>[F:1][c:2]1[c:3]([CH:25]=[O:26])[cH:4][c:5](-[c:8]2[cH:9][c:10]([C:18]([CH3:19])([CH3:20])[S:21](=[O:22])(=[O:23])[CH3:24])[cH:11][c:12]3[cH:13][cH:14][cH:15][n:16][c:17]23)[cH:6][cH:7]1.